Dataset: the Open Reaction Database (ORD), a public repository of structured organic reaction records. Task: describe an organic reaction: reactants, conditions, products, and yield The reactants are Clc1nccnc1Cl, [K+], [K+], O, O=S(=O)(O)O, O=S(=O)([O-])OOS(=O)(=O)[O-]. Yields the product [O-][n+]1ccnc(Cl)c1Cl. RXN SMILES: [Cl:1][c:2]1[n:3][cH:4][cH:5][n:6][c:7]1[Cl:8].[K+:19].[K+:20].[OH2:21].[S:22](=[O:23])(=[O:24])([OH:25])[OH:26].[S:9](=[O:10])([O:11][O:12][S:13]([O-:14])(=[O:15])=[O:16])([O-:17])=[O:18]>>[Cl:1][c:2]1[n+:3]([O-:10])[cH:4][cH:5][n:6][c:7]1[Cl:8]. Reactants: N(=[N+]=[N-])CC=1C(=NC2=C(C=CC=C2C1)Cl)N1CCCCC1 (3-(Azidomethyl)-8-chloro-2-(piperidin-1-yl)quinoline). Reagents/catalysts: [Pd] (Pd—C). Solvent: CO (MeOH). Yields the product ClC=1C=CC=C2C=C(C(=NC12)N1CCCCC1)CN ((8-chloro-2-(piperidin-1-yl)-quinolin-3-yl)methanamine). Reaction SMILES: [N:1]([CH2:4][C:5]1[C:6]([N:16]2[CH2:21][CH2:20][CH2:19][CH2:18][CH2:17]2)=[N:7][C:8]2[C:13]([CH:14]=1)=[CH:12][CH:11]=[CH:10][C:9]=2[Cl:15])=[N+]=[N-]>CO.[Pd]>[Cl:15][C:9]1[CH:10]=[CH:11][CH:12]=[C:13]2[C:8]=1[N:7]=[C:6]([N:16]1[CH2:21][CH2:20][CH2:19][CH2:18][CH2:17]1)[C:5]([CH2:4][NH2:1])=[CH:14]2. Reported procedure: 3-(Azidomethyl)-8-chloro-2-(piperidin-1-yl)quinoline (30 mg, 0.1 mmol) was dissolved in MeOH (1 mL) and treated with 10% Pd—C (5 wt %) and the mixture was then stirred under H2 balloon over night. The mixture was filtered through a Celite™ pad followed by removal of solvents to give (8-chloro-2-(piperidin-1-yl)-quinolin-3-yl)methanamine as a colorless oil. N-((8-chloro-2-(piperidin-1-yl)-quinolin-3-yl)methyl)-9H-purin-6-amine was prepared according to Procedure H. 1H NMR (400 MHz, CDCl3) δ ppm 8... Reactants: ClC1=CC(=C(C=C1OC1=CC=C(C=2CCCCC12)Cl)C)[N+](=O)[O-] (4-chloro-5-(4-chloro-5,6,7,8-tetrahydro-1-naphthoxy)-2-nitrotoluene). The reagents and catalysts are [Pt] (platinum on carbon). The solvent is C1(=CC=CC=C1)C (toluene). The product is ClC=1C(=CC(=C(N)C1)C)OC1=CC=C(C=2CCCCC12)Cl (5-Chloro-4-(4-chloro-5,6,7,8-tetrahydro-1-naphthoxy)-2 -methylaniline). The yield is 95.1%. Reaction SMILES: [Cl:1][C:2]1[C:7]([O:8][C:9]2[C:18]3[CH2:17][CH2:16][CH2:15][CH2:14][C:13]=3[C:12]([Cl:19])=[CH:11][CH:10]=2)=[CH:6][C:5]([CH3:20])=[C:4]([N+:21]([O-])=O)[CH:3]=1>C1(C)C=CC=CC=1.[Pt]>[Cl:1][C:2]1[C:7]([O:8][C:9]2[C:18]3[CH2:17][CH2:16][CH2:15][CH2:14][C:13]=3[C:12]([Cl:19])=[CH:11][CH:10]=2)=[CH:6][C:5]([CH3:20])=[C:4]([CH:3]=1)[NH2:21]. Reported procedure: To a solution of 45.0 g of 4-chloro-5-(4-chloro-5,6,7,8-tetrahydro-1-naphthoxy)-2-nitrotoluene in 1200 ml of toluene was added 4.5 g of 5% platinum on carbon catalyst. This mixture was then changed to a 2 L stirred Parr pressure reactor. The reactor was flushed twice with nitrogen, then twice with hydrogen and then finally filled with hydrogen to a pressure of 250 psig. The internal pressure was maintained between 200 psig and 250 psig while the internal temperature was maintained between 40° an... The reactants are O=C1C=C2CC[C@H]3[C@@H]4CC[C@H](C(C)C(=O)O)[C@]4(CC[C@@H]3[C@]2(CC1)C)C (3-oxopregn-4-ene-20-carboxylic acid), [OH-].[Na+] (sodium hydroxide), solution, CI (methyliodide), O (water). The solvent is CN(C)P(N(C)C)N(C)C (hexamethyl phosphorus triamide). Conditions: time 30 minute. Yields the product O=C1C=C2CC[C@H]3[C@@H]4CC[C@H](C(C)C(=O)OC)[C@]4(CC[C@@H]3[C@]2(CC1)C)C (methyl 3-oxopregn-4-ene-20-carboxylate). Reaction SMILES: [O:1]=[C:2]1[CH2:23][CH2:22][C@@:21]2([CH3:24])[C:4]([CH2:5][CH2:6][C@@H:7]3[C@@H:20]2[CH2:19][CH2:18][C@@:17]2([CH3:25])[C@H:8]3[CH2:9][CH2:10][C@@H:11]2[CH:12]([C:14]([OH:16])=[O:15])[CH3:13])=[CH:3]1.[OH-].[Na+].[CH3:28]I.O>CN(P(N(C)C)N(C)C)C>[O:1]=[C:2]1[CH2:23][CH2:22][C@@:21]2([CH3:24])[C:4]([CH2:5][CH2:6][C@@H:7]3[C@@H:20]2[CH2:19][CH2:18][C@@:17]2([CH3:25])[C@H:8]3[CH2:9][CH2:10][C@@H:11]2[CH:12]([C:14]([O:16][CH3:28])=[O:15])[CH3:13])=[CH:3]1 |f:1.2|. Procedure details: To a solution of 20 g (0.06 m) of 3-oxopregn-4-ene-20-carboxylic acid in 100 ml of hexamethyl phosphorus triamide is added 5.0 g (0.12 m) of sodium hydroxide as a 25% solution. The solution is stirred for 30 minutes after which 34 g (0.24 m) of methyliodide is added and stirring is continued for an additional 30 minutes. The reaction mixture is poured into 500 ml of water, and the product is collected and recrystallized from acetone to yield methyl 3-oxopregn-4-ene-20-carboxylate, M.P. 175°-177°... Reactants: [H-].[Na+] (NaH), S(C)(=O)(=O)OC[C@@H](NC(=O)OCC1=CC=CC=C1)CC1=CC=CC=C1 (Cbz-phenylalaninol mesylate), CN(C)C=O (DMF), S(=O)(=O)(OCC1CO1)C1=CC=C(C)C=C1 (glycidyl tosylate). Reaction conditions: temperature 0 celsius, time 4 hour. Product: C(C1=CC=CC=C1)NC(=O)N (benzyl urea). Yield: 73.0%. As a reaction SMILES: S(OC[C@H](CC1C=CC=CC=1)[NH:8][C:9]([O:11]CC1C=CC=CC=1)=O)(=O)(=O)C.[H-].[Na+].S([C:36]1[CH:42]=[CH:41][C:39]([CH3:40])=[CH:38][CH:37]=1)(OCC1OC1)(=O)=O.C[N:44](C=O)C>>[CH2:40]([NH:44][C:9]([NH2:8])=[O:11])[C:39]1[CH:38]=[CH:37][CH:36]=[CH:42][CH:41]=1 |f:1.2|. Procedure details: Allyl urea 1 (195.2 mg, 0.09 mmol) was dissolved in 6.0 mL of DMF and cooled to 0° C. This was followed by the addition of NaH (54 mg, 1.0 mmol). The glycidyl tosylate (410 mg, mmol) was then added as a solid. The reaction was stirred for 4 hours at 25° C. and then quenched by the addition of 4 mL of saturated aqueous sodium bicarbonate. The reaction was then extracted by 10 mL of Et2O. The organic layer was then washed by 10 mL of saturated aqueous sodium bicarbonate and 2×10 mL of saturated br... Starting materials: C(C)(C)C1=CC=C(C=C1)C1NCCC2=C1N=CN2 (4-(4-isopropylphenyl)-4,5,6,7-tetrahydro-imidazo[4,5-c]pyridine), FC1=CC=C(C=C1)CCC(=O)O (3-(4-fluorophenyl)propionic acid), C=1C=CC2=C(C1)N=NN2O (HOBt), C(CCl)Cl (EDC). Run in C(Cl)Cl (DCM), C(Cl)Cl (DCM). The product is FC1=CC=C(C=C1)CCC(=O)N1C(C2=C(CC1)NC=N2)C2=CC=C(C=C2)C(C)C (5-[3-(4-Fluorophenyl)propanoyl]-4-(4-isopropylphenyl)-4,5,6,7-tetrahydroimidazo[4,5-c]pyridine). Isolated yield 33.3%. As a reaction SMILES: [CH:1]([C:4]1[CH:9]=[CH:8][C:7]([CH:10]2[C:15]3[N:16]=[CH:17][NH:18][C:14]=3[CH2:13][CH2:12][NH:11]2)=[CH:6][CH:5]=1)([CH3:3])[CH3:2].[F:19][C:20]1[CH:25]=[CH:24][C:23]([CH2:26][CH2:27][C:28](O)=[O:29])=[CH:22][CH:21]=1.C1C=CC2N(O)N=NC=2C=1.C(Cl)CCl>C(Cl)Cl>[F:19][C:20]1[CH:21]=[CH:22][C:23]([CH2:26][CH2:27][C:28]([N:11]2[CH2:12][CH2:13][C:14]3[NH:18][CH:17]=[N:16][C:15]=3[CH:10]2[C:7]2[CH:8]=[CH:9][C:4]([CH:1]([CH3:3])[CH3:2])=[CH:5][CH:6]=2)=[O:29])=[CH:24][CH:25]=1. Procedure: A mixture of histamine dihydrochloride (1.85 g, 10.0 mmol), water (10 mL), potassium hydroxide (1.72 g, 30.0 mmol), ethanol (25 mL) and 4-isopropylbenzaldehyde (1.62 g, 10.91 mmol) was heated to reflux for 1.5 h. Ethanol was evaporated and the residue was diluted with water (40 mL). Extraction (5×25 mL DCM), washing of the combined extracts (2×50 mL brine) and drying (MgSO4) yielded 2.29 g (87%) of crude 4-(4-isopropylphenyl)-4,5,6,7-tetrahydro-imidazo[4,5-c]pyridine, which was used for the next... Starting materials: COC(=O)c1cc(-c2ccnn2C)c(C)s1, [Na+], C1CCOC1, [OH-]. The product is Cc1sc(C(=O)O)cc1-c1ccnn1C. RXN SMILES: [CH3:1][c:2]1[c:3](-[c:11]2[cH:12][cH:13][n:14][n:15]2[CH3:16])[cH:4][c:5]([C:7](=[O:8])[O:9][CH3:10])[s:6]1.[Na+:18].[O:19]1[CH2:20][CH2:21][CH2:22][CH2:23]1.[OH-:17]>>[CH3:1][c:2]1[c:3](-[c:11]2[cH:12][cH:13][n:14][n:15]2[CH3:16])[cH:4][c:5]([C:7](=[O:8])[OH:9])[s:6]1. The reactants are OC=1C=CC2=C(SC(=C2C(C2=CC=C(C=C2)OCCN2CCCCC2)=O)C2=CC=C(C=C2)O)C1 (6-hydroxy-2-(4-hydroxyphenyl)-3-[4-(2-piperidinoethoxy)benzoyl]benzo[b]thiophene), C(C)(=O)OC(C)=O (acetic anhydride), O1CCCC1 (tetrahydrofuran), C([O-])([O-])=O.[K+].[K+] (potassium carbonate). Solvent: C(Cl)(Cl)Cl (chloroform). Reaction conditions: time 2 hour. The product is C(C)(=O)OC=1C=CC2=C(SC(=C2C(C2=CC=C(C=C2)OCCN2CCCCC2)=O)C2=CC=C(C=C2)OC(C)=O)C1 (6-acetoxy-2-(4-acetoxyphenyl)-3-[4-(2-piperidinoethoxy)benzoyl]benzo[b]thiophene). Reaction SMILES: [OH:1][C:2]1[CH:3]=[CH:4][C:5]2[C:9]([C:10](=[O:26])[C:11]3[CH:16]=[CH:15][C:14]([O:17][CH2:18][CH2:19][N:20]4[CH2:25][CH2:24][CH2:23][CH2:22][CH2:21]4)=[CH:13][CH:12]=3)=[C:8]([C:27]3[CH:32]=[CH:31][C:30]([OH:33])=[CH:29][CH:28]=3)[S:7][C:6]=2[CH:34]=1.[O:35]1[CH2:39][CH2:38]CC1.C(=O)([O-])[O-].[K+].[K+].[C:46](OC(=O)C)(=[O:48])[CH3:47]>C(Cl)(Cl)Cl>[C:46]([O:1][C:2]1[CH:3]=[CH:4][C:5]2[C:9]([C:10](=[O:26])[C:11]3[CH:12]=[CH:13][C:14]([O:17][CH2:18][CH2:19][N:20]4[CH2:21][CH2:22][CH2:23][CH2:24][CH2:25]4)=[CH:15][CH:16]=3)=[C:8]([C:27]3[CH:28]=[CH:29][C:30]([O:33][C:39](=[O:35])[CH3:38])=[CH:31][CH:32]=3)[S:7][C:6]=2[CH:34]=1)(=[O:48])[CH3:47] |f:2.3.4|. Procedure details: Two g. of 6-hydroxy-2-(4-hydroxyphenyl)-3-[4-(2-piperidinoethoxy)benzoyl]benzo[b]thiophene was dissolved in 30 ml. of tetrahydrofuran, and 3.5 g. of potassium carbonate was added. The vessel was blanketed with nitrogen and 0.9 g. of acetic anhydride was added. The mixture was stirred at ambient temperature for 2 hours, and then under reflux for 2 hours more. The mixture was then cooled, and to it was added 200 ml. of chloroform. The mixture was washed with 100 ml. of aqueous sodium chloride solu... Reactants: O (water), OC=1C(=C(C2=C(SC(O2)C2=CC=CC=C2)C1C)C)C (5-hydroxy-4,6,7-trimethyl-2-phenyl-1,3-benzoxathiole), N1C=NC=C1 (imidazole), [Si](C)(C)(C(C)(C)C)Cl (t-butyldimethylsilyl chloride). Solvent: CN(C=O)C (dimethylformamide). The product is [Si](C)(C)(C(C)(C)C)OC=1C(=C(C2=C(SC(O2)C2=CC=CC=C2)C1C)C)C (5-t-Butyldimethylsilyloxy-4,6,7-trimethyl-2-phenyl-1,3-benzoxathiole). Isolated yield 84.0%. As a reaction SMILES: [OH:1][C:2]1[C:3]([CH3:19])=[C:4]([CH3:18])[C:5]2[O:9][CH:8]([C:10]3[CH:15]=[CH:14][CH:13]=[CH:12][CH:11]=3)[S:7][C:6]=2[C:16]=1[CH3:17].N1C=CN=C1.[Si:25](Cl)([C:28]([CH3:31])([CH3:30])[CH3:29])([CH3:27])[CH3:26].O>CN(C)C=O>[Si:25]([O:1][C:2]1[C:3]([CH3:19])=[C:4]([CH3:18])[C:5]2[O:9][CH:8]([C:10]3[CH:15]=[CH:14][CH:13]=[CH:12][CH:11]=3)[S:7][C:6]=2[C:16]=1[CH3:17])([C:28]([CH3:31])([CH3:30])[CH3:29])([CH3:27])[CH3:26]. Reported procedure: 2.6 g of 5-hydroxy-4,6,7-trimethyl-2-phenyl-1,3-benzoxathiole, 1.3 g of imidazole and 2.9 g of t-butyldimethylsilyl chloride were dissolved in 20 ml of dimethylformamide, and the mixture was reacted for 24 hours at room temperature. At the end of this time, the reaction mixture was poured into water. The separated product was extracted with benzene, and the extract was washed with a 5% w/v aqueous solution of ammonia and then with water and dried over anhydrous sodium sulfate. The solvent was ev... Reaction SMILES: [CH2:32]([C:33]([CH3:34])=[O:35])[CH3:36].[Cl:1][CH2:2][CH2:3][O:4][c:5]1[cH:6][cH:7][c:8]([C:11]2=[C:12]([c:23]3[cH:24][cH:25][cH:26][cH:27][cH:28]3)[CH2:13][CH2:14][CH2:15][c:16]3[c:17]2[cH:18][cH:19][c:20]([OH:22])[cH:21]3)[cH:9][cH:10]1.[I-:30].[Na+:29].[OH2:31]>>[CH2:2]([CH2:3][O:4][c:5]1[cH:6][cH:7][c:8]([C:11]2=[C:12]([c:23]3[cH:24][cH:25][cH:26][cH:27][cH:28]3)[CH2:13][CH2:14][CH2:15][c:16]3[c:17]2[cH:18][cH:19][c:20]([OH:22])[cH:21]3)[cH:9][cH:10]1)[I:30]. Starting materials: CCC(C)=O, Oc1ccc2c(c1)CCCC(c1ccccc1)=C2c1ccc(OCCCl)cc1, [I-], [Na+], O. Product: Oc1ccc2c(c1)CCCC(c1ccccc1)=C2c1ccc(OCCI)cc1.